describe an organic reaction: reactants, conditions, products, and yield From a dataset of the Open Reaction Database (ORD), a public repository of structured organic reaction records. Reactants: C1(CC1)C=1C=CC(=NC1OCC1CC1)C(=O)NC(C(=O)O)(CC)CC (2-(5-cyclopropyl-6-(cyclopropylmethoxy)picolinamido)-2-ethylbutanoic acid), C[Si](OCCN)(C)C (2-(trimethylsilyloxy)ethanamine). The product is C(C)C(CC)(C(NCCO)=O)NC(=O)C1=NC(=C(C=C1)C1CC1)OCC1CC1 (5-Cyclopropyl-6-cyclopropylmethoxy-pyridine-2-carboxylic acid [1-ethyl-1-(2-hydroxy-ethylcarbamoyl)-propyl]-amide). As a reaction SMILES: [CH:1]1([C:4]2[CH:5]=[CH:6][C:7]([C:15]([NH:17][C:18]([CH2:24][CH3:25])([CH2:22][CH3:23])[C:19](O)=[O:20])=[O:16])=[N:8][C:9]=2[O:10][CH2:11][CH:12]2[CH2:14][CH2:13]2)[CH2:3][CH2:2]1.C[Si](C)(C)[O:28][CH2:29][CH2:30][NH2:31]>>[CH2:24]([C:18]([NH:17][C:15]([C:7]1[CH:6]=[CH:5][C:4]([CH:1]2[CH2:2][CH2:3]2)=[C:9]([O:10][CH2:11][CH:12]2[CH2:14][CH2:13]2)[N:8]=1)=[O:16])([C:19](=[O:20])[NH:31][CH2:30][CH2:29][OH:28])[CH2:22][CH3:23])[CH3:25]. Procedure details: The title compound was synthesized in analogy to Example 1, using 2-(5-cyclopropyl-6-(cyclopropylmethoxy)picolinamido)-2-ethylbutanoic acid (Example 274 a) and 2-(trimethylsilyloxy)ethanamine (CAN 5804-92-2)-as starting materials. MS (EI): m/e=390.5 [M+H]+.